From a dataset of the Open Reaction Database (ORD), a public repository of structured organic reaction records. describe an organic reaction: reactants, conditions, products, and yield The reactants are C#Cc1ccsc1, Cc1ccc(S(=O)(=O)Oc2cc(-c3ccccc3)nn2C)cc1, CCCCCCC, CCOC(C)=O. The product is Cn1nc(-c2ccccc2)cc1C#Cc1ccsc1. Reaction SMILES: [C:24](#[CH:25])[c:26]1[cH:27][s:28][cH:29][cH:30]1.[CH3:1][n:2]1[n:3][c:4](-[c:18]2[cH:19][cH:20][cH:21][cH:22][cH:23]2)[cH:5][c:6]1[O:7][S:8]([c:9]1[cH:10][cH:11][c:12]([CH3:13])[cH:14][cH:15]1)(=[O:16])=[O:17].[CH3:31][CH2:32][CH2:33][CH2:34][CH2:35][CH2:36][CH3:37].[CH3:38][CH2:39][O:40][C:41]([CH3:42])=[O:43]>>[CH3:1][n:2]1[n:3][c:4](-[c:18]2[cH:19][cH:20][cH:21][cH:22][cH:23]2)[cH:5][c:6]1[C:25]#[C:24][c:26]1[cH:27][s:28][cH:29][cH:30]1.